From a dataset of the Open Reaction Database (ORD), a public repository of structured organic reaction records. describe an organic reaction: reactants, conditions, products, and yield Reactants: O=C(Cl)C1CCCC1, Nc1cccc(O)c1. The product is O=C(Nc1cccc(O)c1)C1CCCC1. Reaction SMILES: [CH:9]1([C:14](=[O:15])[Cl:16])[CH2:10][CH2:11][CH2:12][CH2:13]1.[NH2:1][c:2]1[cH:3][cH:4][cH:5][c:6]([OH:7])[cH:8]1>>[NH:1]([c:2]1[cH:3][cH:4][cH:5][c:6]([OH:7])[cH:8]1)[C:14]([CH:9]1[CH2:10][CH2:11][CH2:12][CH2:13]1)=[O:15]. Reactants: C[O-] (methoxide), NC(=O)N (urea), NC(=O)NN(C1=CC=C(C=C1)CC)CC(=O)OC (Methyl [2-(aminocarbonyl)-1-(4-ethylphenyl)hydrazino]acetate), C[O-].[Na+] (sodium methoxide). Run in CO (methanol). Run at time 2 hour. Yields the product C(C)C1=CC=C(C=C1)N1NC(NC(C1)=O)=O (Dihydro-1-(4-ethylphenyl)-1,2,4-triazine-3,5(2H, 4H)-dione). Yield: 29.9%. RXN SMILES: NC(N)=O.[NH2:5][C:6]([NH:8][N:9]([CH2:18][C:19]([O:21]C)=O)[C:10]1[CH:15]=[CH:14][C:13]([CH2:16][CH3:17])=[CH:12][CH:11]=1)=[O:7].C[O-].[Na+].C[O-]>CO>[CH2:16]([C:13]1[CH:14]=[CH:15][C:10]([N:9]2[CH2:18][C:19](=[O:21])[NH:5][C:6](=[O:7])[NH:8]2)=[CH:11][CH:12]=1)[CH3:17] |f:2.3|. Reported procedure: The urea (Intermediate 62 2.2 g, 8.6 mmol) and sodium methoxide (567 mg, 10.5 mmol) were stirred in methanol (10 ml) for 3 h. After this time, a second amount of methoxide (100 mg, 1.9 mmol) was added and the reaction was left to stir for 2 h. The reaction mixture was then quenched with 2N HCl to pH7. The solid formed was filtered, and then recrystallised (methanol/dioxan) to give the title compound (563 mg, 29%) Starting materials: FC(COS(=O)(=O)C(F)(F)F)(F)F (2,2,2-trifluoroethyltrifluoromethanesulphonate), C(C1=CC=CC=C1)N (benzylamine). Run in C=1(C(=CC=CC1)C)C (xylene). The product is C(C1=CC=CC=C1)NCC(F)(F)F (benzyl-(2,2,2-trifluoroethyl)-amine). As a reaction SMILES: [F:1][C:2]([F:13])([F:12])[CH2:3]OS(C(F)(F)F)(=O)=O.[CH2:14]([NH2:21])[C:15]1[CH:20]=[CH:19][CH:18]=[CH:17][CH:16]=1>C1(C)C(C)=CC=CC=1>[CH2:14]([NH:21][CH2:3][C:2]([F:13])([F:12])[F:1])[C:15]1[CH:20]=[CH:19][CH:18]=[CH:17][CH:16]=1. Reported procedure: 2.2 g (9.4 mmol) 2,2,2-trifluoroethyltrifluoromethanesulphonate were added to 2.0 g (18.7 mmol) benzylamine in 50 mL xylene and the reaction mixture was refluxed overnight. After cooling the precipitate formed was suction filtered, washed with DIPE and the filtrate was evaporated down using the rotary evaporator. The residue was purified by flash chromatography. The product fractions were combined and evaporated down i.vac. Starting materials: COc1ccc(C(CC=CC=CC(=O)O)OC)cc1, C[Si](C)(C)ONO, CN1CCOCC1, [Cl-], ClCCl, ClC(Cl)Cl. Product: COc1ccc(C(CC=CC=CC(=O)NO)OC)cc1. As a reaction SMILES: [CH3:16][O:17][CH:18]([CH2:19][CH:20]=[CH:21][CH:22]=[CH:23][C:24](=[O:25])[OH:26])[c:27]1[cH:28][cH:29][c:30]([O:33][CH3:34])[cH:31][cH:32]1.[CH3:1][Si:2]([CH3:3])([CH3:6])[O:7][NH:4][OH:5].[CH3:8][N:9]1[CH2:10][CH2:11][O:12][CH2:13][CH2:14]1.[Cl-:15].[Cl:35][CH2:36][Cl:37].[Cl:38][CH:39]([Cl:40])[Cl:41]>>[NH:4]([OH:5])[C:24]([CH:23]=[CH:22][CH:21]=[CH:20][CH2:19][CH:18]([O:17][CH3:16])[c:27]1[cH:28][cH:29][c:30]([O:33][CH3:34])[cH:31][cH:32]1)=[O:25]. Reactants: ClC1=NC2=CC=C(C=C2C(=N1)N(C)C1=CC=C(C=C1)OC)[N+](=O)[O-] ((2-chloro-6-nitro-quinazolin-4-yl)-(4-methoxyphenyl)-methylamine), CN (methyl amine). The product is CNC1=NC2=CC=C(C=C2C(=N1)N(C)C1=CC=C(C=C1)OC)[N+](=O)[O-] ((2-Methylamino-6-nitroquinazolin-4-yl)-(4-methoxyphenyl)-methylamine). As a reaction SMILES: Cl[C:2]1[N:11]=[C:10]([N:12]([C:14]2[CH:19]=[CH:18][C:17]([O:20][CH3:21])=[CH:16][CH:15]=2)[CH3:13])[C:9]2[C:4](=[CH:5][CH:6]=[C:7]([N+:22]([O-:24])=[O:23])[CH:8]=2)[N:3]=1.[CH3:25][NH2:26]>>[CH3:25][NH:26][C:2]1[N:11]=[C:10]([N:12]([C:14]2[CH:19]=[CH:18][C:17]([O:20][CH3:21])=[CH:16][CH:15]=2)[CH3:13])[C:9]2[C:4](=[CH:5][CH:6]=[C:7]([N+:22]([O-:24])=[O:23])[CH:8]=2)[N:3]=1. Reported procedure: The title compound was prepared from (2-chloro-6-nitro-quinazolin-4-yl)-(4-methoxyphenyl)-methylamine and methyl amine by a procedure similar to example 14. 1H NMR (CDCl3): 8.11 (dd, J=9.3, 8.0, 1H), 7.73 (d, J=2.4, 1H), 7.33 (m, 1H), 7.15 (m, 2H), 6.98 (m, 2H), 5.29 (s, broad, 1H), 3.86 (s, 3H), 3.55 (s, broad, 3H), 3.14 (d, J=4.8, 3H). Reactants: C(C=C)OC(=O)N[C@@H](C(C)C(F)(F)F)C(=O)NC=1C=C(C=CC1Cl)[C@H](CC(=O)OC(C)(C)C)C (tert-butyl (3S)-3-[3-({N-[(allyloxy)carbonyl]-4,4,4-trifluorovalyl}amino)-4-chlorophenyl]butanoate), CC1(CC(=O)CC(=O)C1)C (dimedone). Reagents/catalysts: C=1C=CC(=CC1)[P](C=2C=CC=CC2)(C=3C=CC=CC3)[Pd]([P](C=4C=CC=CC4)(C=5C=CC=CC5)C=6C=CC=CC6)([P](C=7C=CC=CC7)(C=8C=CC=CC8)C=9C=CC=CC9)[P](C=1C=CC=CC1)(C=1C=CC=CC1)C=1C=CC=CC1 (tetrakis(triphenylphosphine)palladium(0)). The solvent is C1CCOC1 (THF). Reaction conditions: time 30 minute. The product is ClC1=C(C=C(C=C1)[C@H](CC(=O)OC(C)(C)C)C)NC([C@@H](N)C(C)C(F)(F)F)=O (tert-Butyl (3S)-3-{4-chloro-3-[(4,4,4-trifluorovalyl)amino]phenyl}butanoate). RXN SMILES: C(OC([NH:7][C@H:8]([C:15]([NH:17][C:18]1[CH:19]=[C:20]([C@@H:25]([CH3:34])[CH2:26][C:27]([O:29][C:30]([CH3:33])([CH3:32])[CH3:31])=[O:28])[CH:21]=[CH:22][C:23]=1[Cl:24])=[O:16])[CH:9]([C:11]([F:14])([F:13])[F:12])[CH3:10])=O)C=C.CC1(C)CC(=O)CC(=O)C1>C1C=CC([P]([Pd]([P](C2C=CC=CC=2)(C2C=CC=CC=2)C2C=CC=CC=2)([P](C2C=CC=CC=2)(C2C=CC=CC=2)C2C=CC=CC=2)[P](C2C=CC=CC=2)(C2C=CC=CC=2)C2C=CC=CC=2)(C2C=CC=CC=2)C2C=CC=CC=2)=CC=1.C1COCC1>[Cl:24][C:23]1[CH:22]=[CH:21][C:20]([C@@H:25]([CH3:34])[CH2:26][C:27]([O:29][C:30]([CH3:33])([CH3:31])[CH3:32])=[O:28])=[CH:19][C:18]=1[NH:17][C:15](=[O:16])[C@H:8]([CH:9]([C:11]([F:14])([F:13])[F:12])[CH3:10])[NH2:7] |^1:48,50,69,88|. Reported procedure: 1.39 g (2.74 mmol) of tert-butyl (3S)-3-[3-({N-[(allyloxy)carbonyl]-4,4,4-trifluorovalyl}amino)-4-chlorophenyl]butanoate (Example 41A, mixture of 4 isomers) and 3.08 g (21.9 mmol) of dimedone were initially charged in 9.4 ml of abs. THF. At RT, the solution was deoxygenated by passing through argon for 30 min Subsequently 63.4 mg (0.055 mmol) of tetrakis(triphenylphosphine)palladium(0) were added and the mixture was stirred at RT overnight. After dilution with ethyl acetate, the mixture was wash... Starting materials: O=C([O-])O, CCCCOC(=O)c1nc(O)c2ccc(Oc3ccc4nc(C)oc4c3)cc2c1O, CCCCOC(=O)c1nc(O)c2cc(Oc3ccc4nc(C)oc4c3)ccc2c1O, CC(Cl)Cl, [Na+], O=P(Cl)(Cl)Cl. The product is CCCCOC(=O)c1nc(Cl)c2ccc(Oc3ccc4nc(C)oc4c3)cc2c1O. RXN SMILES: [C:66](=[O:67])([OH:68])[O-:69].[CH2:1]([CH2:2][CH2:3][CH3:4])[O:5][C:6](=[O:7])[c:8]1[n:9][c:10]([OH:30])[c:11]2[cH:12][cH:13][c:14]([O:19][c:20]3[cH:21][c:22]4[c:23]([n:24][c:25]([CH3:27])[o:26]4)[cH:28][cH:29]3)[cH:15][c:16]2[c:17]1[OH:18].[CH2:31]([O:32][C:33]([c:34]1[n:35][c:36]([OH:37])[c:38]2[c:39]([c:40]1[OH:41])[cH:42][cH:43][c:44]([O:45][c:46]1[cH:47][cH:48][c:49]3[n:50][c:51]([CH3:52])[o:53][c:54]3[cH:55]1)[cH:56]2)=[O:57])[CH2:58][CH2:59][CH3:60].[Cl:71][CH:72]([Cl:73])[CH3:74].[Na+:70].[P:61]([Cl:62])([Cl:63])([Cl:64])=[O:65]>>[CH2:1]([CH2:2][CH2:3][CH3:4])[O:5][C:6](=[O:7])[c:8]1[n:9][c:10]([Cl:63])[c:11]2[cH:12][cH:13][c:14]([O:19][c:20]3[cH:21][c:22]4[c:23]([n:24][c:25]([CH3:27])[o:26]4)[cH:28][cH:29]3)[cH:15][c:16]2[c:17]1[OH:18]. Reactants: COCCNC(=O)C1c2ccccc2C(=O)N(C(C(=O)OC)c2ccc(Cl)cc2)C1c1ccc(Cl)cc1, COC(=O)C(N)c1ccc(Cl)cc1, [Li+], C1CCOC1, [OH-]. Product: COCCNC(=O)C1c2ccccc2C(=O)N(C(C(=O)O)c2ccc(Cl)cc2)C1c1ccc(Cl)cc1. As a reaction SMILES: [CH3:14][O:15][C:16]([CH:17]([N:18]1[C:19](=[O:42])[c:20]2[cH:21][cH:22][cH:23][cH:24][c:25]2[CH:26]([C:35]([NH:36][CH2:37][CH2:38][O:39][CH3:40])=[O:41])[CH:27]1[c:28]1[cH:29][cH:30][c:31]([Cl:34])[cH:32][cH:33]1)[c:43]1[cH:44][cH:45][c:46]([Cl:49])[cH:47][cH:48]1)=[O:50].[CH3:1][O:2][C:3](=[O:4])[CH:5]([c:6]1[cH:7][cH:8][c:9]([Cl:10])[cH:11][cH:12]1)[NH2:13].[Li+:51].[O:53]1[CH2:54][CH2:55][CH2:56][CH2:57]1.[OH-:52]>>[O:15]=[C:16]([CH:17]([N:18]1[C:19](=[O:42])[c:20]2[cH:21][cH:22][cH:23][cH:24][c:25]2[CH:26]([C:35]([NH:36][CH2:37][CH2:38][O:39][CH3:40])=[O:41])[CH:27]1[c:28]1[cH:29][cH:30][c:31]([Cl:34])[cH:32][cH:33]1)[c:43]1[cH:44][cH:45][c:46]([Cl:49])[cH:47][cH:48]1)[OH:50]. The reactants are [Br-], CCCC[Mg+], CON(C)C(=O)C1CN(Cc2ccccc2)CCO1, C1CCOC1. The product is CCCCC(=O)C1CN(Cc2ccccc2)CCO1. RXN SMILES: [Br-:20].[CH2:21]([CH2:22][CH2:23][CH3:24])[Mg+:25].[CH3:1][O:2][N:3]([C:4](=[O:5])[CH:6]1[O:7][CH2:8][CH2:9][N:10]([CH2:12][c:13]2[cH:14][cH:15][cH:16][cH:17][cH:18]2)[CH2:11]1)[CH3:19].[O:26]1[CH2:27][CH2:28][CH2:29][CH2:30]1>>[C:4](=[O:5])([CH:6]1[O:7][CH2:8][CH2:9][N:10]([CH2:12][c:13]2[cH:14][cH:15][cH:16][cH:17][cH:18]2)[CH2:11]1)[CH2:21][CH2:22][CH2:23][CH3:24]. The reactants are CO, [Cl-], Cl, CCOC(=O)N1CCC(NC(=S)Nc2ccccc2[N+](=O)[O-])C1, [NH4+], O. The product is CCOC(=O)N1CCC(NC(=S)Nc2ccccc2N)C1. RXN SMILES: [CH3:26][OH:27].[Cl-:24].[ClH:28].[N+:1]([O-:2])(=[O:3])[c:4]1[c:5]([NH:10][C:11](=[S:12])[NH:13][CH:14]2[CH2:15][N:16]([C:19](=[O:20])[O:21][CH2:22][CH3:23])[CH2:17][CH2:18]2)[cH:6][cH:7][cH:8][cH:9]1.[NH4+:25].[OH2:29]>>[NH2:1][c:4]1[c:5]([NH:10][C:11](=[S:12])[NH:13][CH:14]2[CH2:15][N:16]([C:19](=[O:20])[O:21][CH2:22][CH3:23])[CH2:17][CH2:18]2)[cH:6][cH:7][cH:8][cH:9]1.